Dataset: the Open Reaction Database (ORD), a public repository of structured organic reaction records. Task: describe an organic reaction: reactants, conditions, products, and yield The reactants are C(=O)(O)[O-].[Na+] (NaHCO3), C(C)(C)(C)[C@@H]1CC[C@H](CC1)OC=1C=C2C=CC(=CC2=CC1)CNCC#N (2-((6-((trans)-4-tert-butylcyclohexyloxy)naphthalen-2-yl)methylamino)acetonitrile), [N-]=[N+]=[N-].[Na+] (NaN3). Reagents/catalysts: [Zn+2].[Br-].[Br-] (ZnBr2). Run in O (water), C(C)(C)O (isopropanol). Run at temperature 0 celsius. Yields the product N1N=NN=C1CNCC1=CC2=CC=C(C=C2C=C1)O[C@@H]1CC[C@H](CC1)C(C)(C)C (N-((1H-tetrazol-5-yl)methyl)-1-(6-((trans)-4-tert-butylcyclohexyloxy)naphthalen-2-yl)methanamine). Isolated yield 9.9%. Reaction SMILES: [C:1]([C@H:5]1[CH2:10][CH2:9][C@H:8]([O:11][C:12]2[CH:13]=[C:14]3[C:19](=[CH:20][CH:21]=2)[CH:18]=[C:17]([CH2:22][NH:23][CH2:24][C:25]#[N:26])[CH:16]=[CH:15]3)[CH2:7][CH2:6]1)([CH3:4])([CH3:3])[CH3:2].[N-:27]=[N+:28]=[N-:29].[Na+].C([O-])(O)=O.[Na+]>O.C(O)(C)C.[Zn+2].[Br-].[Br-]>[NH:27]1[C:25]([CH2:24][NH:23][CH2:22][C:17]2[CH:16]=[CH:15][C:14]3[C:19](=[CH:20][CH:21]=[C:12]([O:11][C@H:8]4[CH2:9][CH2:10][C@H:5]([C:1]([CH3:4])([CH3:2])[CH3:3])[CH2:6][CH2:7]4)[CH:13]=3)[CH:18]=2)=[N:26][N:29]=[N:28]1 |f:1.2,3.4,7.8.9|. Procedure details: To a solution of 2-((6-((trans)-4-tert-butylcyclohexyloxy)naphthalen-2-yl)methylamino)acetonitrile (240 mg, 0.69 mmol) in water and isopropanol (10 mL, 1:5) was added NaN3 (50 mg, 0.76 mmol, 1.1 eq) and ZnBr2 (153 mg, 0.69 mmol, 1.0 eq), then refluxed for 18 h. The reaction was cooled to 0° C. and saturated NaHCO3 was added. The mixture was extracted with DCM (20 mL×3) and the aqueous layer was destroyed by NaClO solution. The organic layer was concentrated and the residue was the title compound...